Dataset: the Open Reaction Database (ORD), a public repository of structured organic reaction records. Task: describe an organic reaction: reactants, conditions, products, and yield The reactants are COC(C1=CC(=CC=C1)NC(CC(COC12CC3CC(CC(C1)C3)C2)=O)=O)=O (3-[4-(adamantan-1-yloxy)-3-oxo-butyrylamino]-benzoic acid methyl ester), O (water), N(=O)[O-].[Na+] (sodium nitrite). Solvent: C(C)(=O)O (acetic acid), C1CCOC1 (THF). Run at temperature 5 celsius, time 1 hour. Product: COC(C1=CC(=CC=C1)NC(C(C(COC12CC3CC(CC(C1)C3)C2)=O)=NO)=O)=O (3-[4-(Adamantan-1-yloxy)-2-hydroxyimino-3-oxo-butyrylamino]-benzoic acid methyl ester). The yield is 94.9%. RXN SMILES: [CH3:1][O:2][C:3](=[O:28])[C:4]1[CH:9]=[CH:8][CH:7]=[C:6]([NH:10][C:11](=[O:27])[CH2:12][C:13](=[O:26])[CH2:14][O:15][C:16]23[CH2:25][CH:20]4[CH2:21][CH:22]([CH2:24][CH:18]([CH2:19]4)[CH2:17]2)[CH2:23]3)[CH:5]=1.O.[N:30]([O-])=[O:31].[Na+]>C(O)(=O)C.C1COCC1>[CH3:1][O:2][C:3](=[O:28])[C:4]1[CH:9]=[CH:8][CH:7]=[C:6]([NH:10][C:11](=[O:27])[C:12](=[N:30][OH:31])[C:13](=[O:26])[CH2:14][O:15][C:16]23[CH2:25][CH:20]4[CH2:21][CH:22]([CH2:24][CH:18]([CH2:19]4)[CH2:17]2)[CH2:23]3)[CH:5]=1 |f:2.3|. Reported procedure: To a solution of 3-[4-(adamantan-1-yloxy)-3-oxo-butyrylamino]-benzoic acid methyl ester (9.95 g, 25.8 mmol) in acetic acid (100 mL) and THF (90 mL) was added water (12 mL). The mixture was cooled to 5° C. and an aqueous solution (16 mL) of sodium nitrite (2.31 g, 35.0 mmol) was added dropwise while maintaining the temperature below 10° C. Upon completion of the addition, the reaction mixture was allowed to warm to room temperature and stirred for 1 h. The solvent was removed under reduced pressu... The reactants are BrCC1CCCO1, Cc1nc(OCC(=O)N(C)C2CCNCC2)nc(C)c1NC(=O)OC(C)(C)C. Yields the product Cc1nc(OCC(=O)N(C)C2CCN(CC3CCCO3)CC2)nc(C)c1NC(=O)OC(C)(C)C. As a reaction SMILES: [CH2:29]([CH:30]1[CH2:31][CH2:32][CH2:33][O:34]1)[Br:35].[CH3:1][c:2]1[n:3][c:4]([O:17][CH2:18][C:19](=[O:20])[N:21]([CH:22]2[CH2:23][CH2:24][NH:25][CH2:26][CH2:27]2)[CH3:28])[n:5][c:6]([CH3:16])[c:7]1[NH:8][C:9]([O:10][C:11]([CH3:12])([CH3:13])[CH3:14])=[O:15]>>[CH3:1][c:2]1[n:3][c:4]([O:17][CH2:18][C:19](=[O:20])[N:21]([CH:22]2[CH2:23][CH2:24][N:25]([CH2:29][CH:30]3[CH2:31][CH2:32][CH2:33][O:34]3)[CH2:26][CH2:27]2)[CH3:28])[n:5][c:6]([CH3:16])[c:7]1[NH:8][C:9]([O:10][C:11]([CH3:12])([CH3:13])[CH3:14])=[O:15].